Dataset: the Open Reaction Database (ORD), a public repository of structured organic reaction records. Task: describe an organic reaction: reactants, conditions, products, and yield Starting materials: Cl.ClCC1=CC(=C(C(=O)Cl)C=C1)NC1=CC=NC2=C(C=CC=C12)C(F)(F)F (4-Chloromethyl-2-(8-trifluoromethyl-4-quinolylamino)benzoyl chloride hydrochloride), ClC1=CC=NC2=C(C=CC=C12)C(F)(F)F (4-chloro-8-trifluoromethylquinoline), NC1=C(C(=O)O)C=CC(=C1)Cl (2-amino-4-chlorobenzoic acid), S(=O)(Cl)Cl (thionyl chloride), NC1CN(CCC1)CCCC (3-amino-1-butylpiperidine). Product: C(CCC)N1CC(CCC1)NC(C1=C(C=C(C=C1)Cl)NC1=CC=NC2=C(C=CC=C12)C(F)(F)F)=O (N-(1-Butyl-3-piperidyl)-4-chloro-2-(8-trifluoromethyl-4-quinolylamino)benzamide). Reaction SMILES: Cl.ClC[C:4]1[CH:12]=[CH:11][C:7]([C:8](Cl)=[O:9])=[C:6]([NH:13][C:14]2[C:23]3[C:18](=[C:19]([C:24]([F:27])([F:26])[F:25])[CH:20]=[CH:21][CH:22]=3)[N:17]=[CH:16][CH:15]=2)[CH:5]=1.[Cl:28]C1C2C(=C(C(F)(F)F)C=CC=2)N=CC=1.NC1C=C(Cl)C=CC=1C(O)=O.S(Cl)(Cl)=O.[NH2:58][CH:59]1[CH2:64][CH2:63][CH2:62][N:61]([CH2:65][CH2:66][CH2:67][CH3:68])[CH2:60]1>>[CH2:65]([N:61]1[CH2:62][CH2:63][CH2:64][CH:59]([NH:58][C:8](=[O:9])[C:7]2[CH:11]=[CH:12][C:4]([Cl:28])=[CH:5][C:6]=2[NH:13][C:14]2[C:23]3[C:18](=[C:19]([C:24]([F:27])([F:26])[F:25])[CH:20]=[CH:21][CH:22]=3)[N:17]=[CH:16][CH:15]=2)[CH2:60]1)[CH2:66][CH2:67][CH3:68] |f:0.1|. Procedure details: 4-Chloromethyl-2-(8-trifluoromethyl-4-quinolylamino)benzoyl chloride hydrochloride prepared by reaction of 4-chloro-8-trifluoromethylquinoline with 2-amino-4-chlorobenzoic acid and treatment of the reaction product with thionyl chloride, is reacted with 3-amino-1-butylpiperidine to form the title compound. Starting materials: Cl, CCc1nnn(C2CC(n3cnc4c(NCC(c5ccccc5)c5ccccc5)nc(N5CCC(N)C5)nc43)C(O)C2O)n1, NCc1csc(-c2ccccc2)n1, CCc1nnn(C2CC(n3cnc4c(NCC(c5ccccc5)c5ccccc5)nc(N5CCC(NC(=O)NCc6ccccn6)C5)nc43)C(O)C2O)n1. Product: Cl, CCc1nnn(C2CC(n3cnc4c(NCC(c5ccccc5)c5ccccc5)nc(N5CCC(NC(=O)NCc6csc(-c7ccccc7)n6)C5)nc43)C(O)C2O)n1. RXN SMILES: [ClH:45].[NH2:1][CH:2]1[CH2:3][CH2:4][N:5]([c:6]2[n:7][c:8]3[c:9]([n:10][cH:11][n:12]3[CH:13]3[CH2:14][CH:15]([n:16]4[n:17][n:18][c:19]([CH2:20][CH3:21])[n:22]4)[CH:23]([OH:24])[CH:25]3[OH:26])[c:27]([NH:28][CH2:29][CH:30]([c:31]3[cH:32][cH:33][cH:34][cH:35][cH:36]3)[c:37]3[cH:38][cH:39][cH:40][cH:41][cH:42]3)[n:43]2)[CH2:44]1.[c:100]1(-[c:106]2[s:107][cH:108][c:109]([CH2:111][NH2:112])[n:110]2)[cH:101][cH:102][cH:103][cH:104][cH:105]1.[c:46]1([CH:52]([CH2:53][NH:54][c:55]2[c:56]3[n:57][cH:58][n:59]([CH:80]4[CH:81]([OH:93])[CH:82]([OH:92])[CH:83]([n:85]5[n:86][c:87]([CH2:90][CH3:91])[n:88][n:89]5)[CH2:84]4)[c:60]3[n:61][c:62]([N:64]3[CH2:65][CH:66]([NH:69][C:70](=[O:71])[NH:72][CH2:73][c:74]4[cH:75][cH:76][cH:77][cH:78][n:79]4)[CH2:67][CH2:68]3)[n:63]2)[c:94]2[cH:95][cH:96][cH:97][cH:98][cH:99]2)[cH:47][cH:48][cH:49][cH:50][cH:51]1>>[ClH:45].[c:46]1([CH:52]([CH2:53][NH:54][c:55]2[c:56]3[n:57][cH:58][n:59]([CH:80]4[CH:81]([OH:93])[CH:82]([OH:92])[CH:83]([n:85]5[n:86][c:87]([CH2:90][CH3:91])[n:88][n:89]5)[CH2:84]4)[c:60]3[n:61][c:62]([N:64]3[CH2:65][CH:66]([NH:69][C:70](=[O:71])[NH:112][CH2:111][c:109]4[cH:108][s:107][c:106](-[c:100]5[cH:101][cH:102][cH:103][cH:104][cH:105]5)[n:110]4)[CH2:67][CH2:68]3)[n:63]2)[c:94]2[cH:95][cH:96][cH:97][cH:98][cH:99]2)[cH:47][cH:48][cH:49][cH:50][cH:51]1. The reactants are C(C)(C)(C)OC(NC1=C(C=C(C(=C1)N(CCC)C)C(F)(F)F)NC(CC(=O)C1=CC(=CC=C1)C1=CC(=NO1)C)=O)=O ([2-{3-[3-(3-methyl-isoxazol-5-yl)-phenyl]-3-oxo-propionylamino}-5-(methyl-propyl-amino)-4-trifluoromethyl-phenyl]-carbamic acid tert-butyl ester), C(=O)(C(F)(F)F)O (TFA). The solvent is C(Cl)Cl (CH2Cl2). Yields the product CC1=NOC(=C1)C=1C=C(C=CC1)C1=NC2=C(NC(C1)=O)C=C(C(=C2)N(CCC)C)C(F)(F)F (4-[3-(3-Methyl-isoxazol-5-yl)-phenyl]-7-(methyl-propyl-amino)-8-trifluoromethyl-1,3-dihydro-benzo[b][1,4]diazepin-2-one), solid. Yield: 61.0%. Reaction SMILES: C(OC(=O)[NH:7][C:8]1[CH:13]=[C:12]([N:14]([CH3:18])[CH2:15][CH2:16][CH3:17])[C:11]([C:19]([F:22])([F:21])[F:20])=[CH:10][C:9]=1[NH:23][C:24](=[O:40])[CH2:25][C:26]([C:28]1[CH:33]=[CH:32][CH:31]=[C:30]([C:34]2[O:38][N:37]=[C:36]([CH3:39])[CH:35]=2)[CH:29]=1)=O)(C)(C)C.C(O)(C(F)(F)F)=O>C(Cl)Cl>[CH3:39][C:36]1[CH:35]=[C:34]([C:30]2[CH:29]=[C:28]([C:26]3[CH2:25][C:24](=[O:40])[NH:23][C:9]4[CH:10]=[C:11]([C:19]([F:20])([F:21])[F:22])[C:12]([N:14]([CH3:18])[CH2:15][CH2:16][CH3:17])=[CH:13][C:8]=4[N:7]=3)[CH:33]=[CH:32][CH:31]=2)[O:38][N:37]=1. Procedure: The title compound was prepared from [2-{3-[3-(3-methyl-isoxazol-5-yl)-phenyl]-3-oxo-propionylamino}-5-(methyl-propyl-amino)-4-trifluoromethyl-phenyl]-carbamic acid tert-butyl ester (Example M103) (0.26 g, 0.45 mmol) by treatment with TFA in CH2Cl2 according to the general procedure N. Obtained as a light yellow solid (127 mg, 61%). Reactants: C(C)(C)(C)OC(=O)N[C@H]([C@H](C[C@H](C(=O)NCCC)C)O)CC1CCCCC1 ((2R, 4S, 5S)-5-(t-butoxycarbonyl)amino-6-cyclohexyl-4-hydroxy-2-methyl-N-propylhexanamide), C(C)(C)(C)OC(=O)N[C@@H](CC=1N=CSC1)C(=O)O (N-(t-butoxycarbonyl)-3-(4-thiazolyl)-L-alanine). Yields the product C(C)(C)(C)OC(=O)N[C@@H](CC=1N=CSC1)C(=O)N[C@H]([C@H](C[C@H](C(=O)NCCC)C)O)CC1CCCCC1 ((2R, 4S, 5S)-5-[N-(t-Butoxycarbonyl)-3-(4-thiazolyl)-L-alanyl]amino-6-cyclohexyl-4-hydroxy-2-methyl-N-propylhexanamide). Yield: 78.0%. RXN SMILES: C(O[C:6]([NH:8][C@@H:9]([CH2:21][CH:22]1[CH2:27][CH2:26][CH2:25][CH2:24][CH2:23]1)[C@@H:10]([OH:20])[CH2:11][C@@H:12]([CH3:19])[C:13]([NH:15][CH2:16][CH2:17][CH3:18])=[O:14])=[O:7])(C)(C)C.[C:28]([O:32][C:33]([NH:35][C@H:36](C(O)=O)[CH2:37][C:38]1[N:39]=[CH:40][S:41][CH:42]=1)=[O:34])([CH3:31])([CH3:30])[CH3:29]>>[C:28]([O:32][C:33]([NH:35][C@H:36]([C:6]([NH:8][C@@H:9]([CH2:21][CH:22]1[CH2:23][CH2:24][CH2:25][CH2:26][CH2:27]1)[C@@H:10]([OH:20])[CH2:11][C@@H:12]([CH3:19])[C:13]([NH:15][CH2:16][CH2:17][CH3:18])=[O:14])=[O:7])[CH2:37][C:38]1[N:39]=[CH:40][S:41][CH:42]=1)=[O:34])([CH3:31])([CH3:29])[CH3:30]. Procedure: The procedure described in Example 5(a) was repeated, but using 280 mg (0.728 mmole) of (2R, 4S, 5S)-5-(t-butoxycarbonyl)amino-6-cyclohexyl-4-hydroxy-2-methyl-N-propylhexanamide (prepared as described in Preparation 18) and 204 mg (0.75 mmole) of N-(t-butoxycarbonyl)-3-(4-thiazolyl)-L-alanine, to afford 306 mg of the title compound as colorless crystals, melting at 182°-184° C. Starting materials: CC1OC2=C(NC1=S)C=C(C=C2)CCN(C(=O)OC(C)(C)C)CC2=CC(=CC=C2)Cl (2-methyl-6-[2-(3-chlorobenzyl-tert-butyloxycarbonylamino)-ethyl]-3,4-dihydro-2H-1,4-benzoxazine-3-thione), solution, N (ammonia). The solvent is CO (methanol). Conditions: time 8 hour. Product: CC1OC2=C(N=C1N)C=C(C=C2)CCN(C(=O)OC(C)(C)C)CC2=CC(=CC=C2)Cl (2-methyl-3-amino-6-[2-(3-chlorobenzyl-tert-butyloxycarbonylamino)-ethyl]-2H-1,4-benzoxazine). RXN SMILES: [CH3:1][CH:2]1[C:7](=S)[NH:6][C:5]2[CH:9]=[C:10]([CH2:13][CH2:14][N:15]([CH2:23][C:24]3[CH:29]=[CH:28][CH:27]=[C:26]([Cl:30])[CH:25]=3)[C:16]([O:18][C:19]([CH3:22])([CH3:21])[CH3:20])=[O:17])[CH:11]=[CH:12][C:4]=2[O:3]1.[NH3:31]>CO>[CH3:1][CH:2]1[C:7]([NH2:31])=[N:6][C:5]2[CH:9]=[C:10]([CH2:13][CH2:14][N:15]([CH2:23][C:24]3[CH:29]=[CH:28][CH:27]=[C:26]([Cl:30])[CH:25]=3)[C:16]([O:18][C:19]([CH3:22])([CH3:21])[CH3:20])=[O:17])[CH:11]=[CH:12][C:4]=2[O:3]1. Reported procedure: 430 mg (0.962 mmol) of 2-methyl-6-[2-(3-chlorobenzyl-tert-butyloxycarbonylamino)-ethyl]-3,4-dihydro-2H-1,4-benzoxazine-3-thione is mixed with 10 ml of a solution of ammonia in methanol (7N) and stirred overnight at room temperature. The solvent is spun off, and the residue is chromatographed on silica gel (mobile solvent: dichloromethane/isopropanol). The yield is 218.6 mg (52.9%). The reactants are CCOC(=O)N1CCN(C(=O)C(CCC(=O)OC(C)(C)C)NC(=O)c2cc(OCC(=O)N3CCCC3C(=O)OCc3ccccc3)n(-c3ccccc3)n2)CC1, CCOC(C)=O, [H][H]. Product: CCOC(=O)N1CCN(C(=O)C(CCC(=O)OC(C)(C)C)NC(=O)c2cc(OCC(=O)N3CCCC3C(=O)O)n(-c3ccccc3)n2)CC1. As a reaction SMILES: [CH2:1]([CH3:2])[O:3][C:4](=[O:5])[N:6]1[CH2:7][CH2:8][N:9]([C:12]([CH:13]([CH2:14][CH2:15][C:16](=[O:17])[O:18][C:19]([CH3:20])([CH3:21])[CH3:22])[NH:23][C:24](=[O:25])[c:26]2[n:27][n:28](-[c:50]3[cH:51][cH:52][cH:53][cH:54][cH:55]3)[c:29]([O:31][CH2:32][C:33](=[O:34])[N:35]3[CH:36]([C:40](=[O:41])[O:42][CH2:43][c:44]4[cH:45][cH:46][cH:47][cH:48][cH:49]4)[CH2:37][CH2:38][CH2:39]3)[cH:30]2)=[O:56])[CH2:10][CH2:11]1.[CH3:59][CH2:60][O:61][C:62](=[O:63])[CH3:64].[H:57][H:58]>>[CH2:1]([CH3:2])[O:3][C:4](=[O:5])[N:6]1[CH2:7][CH2:8][N:9]([C:12]([CH:13]([CH2:14][CH2:15][C:16](=[O:17])[O:18][C:19]([CH3:20])([CH3:21])[CH3:22])[NH:23][C:24](=[O:25])[c:26]2[n:27][n:28](-[c:50]3[cH:51][cH:52][cH:53][cH:54][cH:55]3)[c:29]([O:31][CH2:32][C:33](=[O:34])[N:35]3[CH:36]([C:40](=[O:41])[OH:42])[CH2:37][CH2:38][CH2:39]3)[cH:30]2)=[O:56])[CH2:10][CH2:11]1. The reactants are C(C)(C)(C)C1=CC=C(C=C1)S(=O)(=O)NC1=NC=NC(=C1C1=CC=C(C=C1)C)OCCOC1=CC=C(C=C1)[N+](=O)[O-] (4-tert-butyl-N-{5-(4-methylphenyl)-6-[2-(4-nitrophenoxy)ethoxy]pyrimidin-4-yl}benzenesulfonamide). Reagents/catalysts: [C].[Pd] (palladium-carbon). The solvent is C(C)O.O1CCCC1 (ethanol tetrahydrofuran). Yields the product NC1=CC=C(OCCOC2=C(C(=NC=N2)NS(=O)(=O)C2=CC=C(C=C2)C(C)(C)C)C2=CC=C(C=C2)C)C=C1 (N-{6-[2-(4-aminophenoxy)ethoxy]-5-(4-methylphenyl)pyrimidin-4-yl}-4-tert-butylbenzenesulfonamide). Isolated yield 98.7%. RXN SMILES: [C:1]([C:5]1[CH:10]=[CH:9][C:8]([S:11]([NH:14][C:15]2[C:20]([C:21]3[CH:26]=[CH:25][C:24]([CH3:27])=[CH:23][CH:22]=3)=[C:19]([O:28][CH2:29][CH2:30][O:31][C:32]3[CH:37]=[CH:36][C:35]([N+:38]([O-])=O)=[CH:34][CH:33]=3)[N:18]=[CH:17][N:16]=2)(=[O:13])=[O:12])=[CH:7][CH:6]=1)([CH3:4])([CH3:3])[CH3:2]>[C].[Pd].C(O)C.O1CCCC1>[NH2:38][C:35]1[CH:36]=[CH:37][C:32]([O:31][CH2:30][CH2:29][O:28][C:19]2[N:18]=[CH:17][N:16]=[C:15]([NH:14][S:11]([C:8]3[CH:9]=[CH:10][C:5]([C:1]([CH3:4])([CH3:3])[CH3:2])=[CH:6][CH:7]=3)(=[O:13])=[O:12])[C:20]=2[C:21]2[CH:22]=[CH:23][C:24]([CH3:27])=[CH:25][CH:26]=2)=[CH:33][CH:34]=1 |f:1.2,3.4|. Procedure details: A mixture of 4-tert-butyl-N-{5-(4-methylphenyl)-6-[2-(4-nitrophenoxy)ethoxy]pyrimidin-4-yl}benzenesulfonamide (383 mg), 10% palladium-carbon (50 mg) and ethanol-tetrahydrofuran (6 ml-3 ml) is subjected to catalytic hydrogenation at room temperature under hydrogen atmosphere (1 atm) for two hours. The catalyst is removed by filtration, and the filtrate is concentrated. The residue is purified by silica gel column chromatography (solvent; chloroform/ethyl acetate=10:1), and recrystallized from eth...